Dataset: the Open Reaction Database (ORD), a public repository of structured organic reaction records. Task: describe an organic reaction: reactants, conditions, products, and yield The reactants are [Ag+], O=C1CCC(=O)N1Br, C#Cc1c(C#N)nn(-c2c(Cl)cc(C(F)(F)F)cc2Cl)c1N(C(=O)OC(C)(C)C)C(=O)OC(C)(C)C, CC(C)=O, O=[N+]([O-])[O-], O. Product: CC(C)(C)OC(=O)N(C(=O)OC(C)(C)C)c1c(C#CBr)c(C#N)nn1-c1c(Cl)cc(C(F)(F)F)cc1Cl. As a reaction SMILES: [Ag+:54].[Br:37][N:38]1[C:39](=[O:40])[CH2:41][CH2:42][C:43]1=[O:44].[C:1](#[N:2])[c:3]1[n:4][n:5](-[c:25]2[c:26]([Cl:36])[cH:27][c:28]([C:32]([F:33])([F:34])[F:35])[cH:29][c:30]2[Cl:31])[c:6]([N:10]([C:11](=[O:12])[O:13][C:14]([CH3:15])([CH3:16])[CH3:17])[C:18](=[O:19])[O:20][C:21]([CH3:22])([CH3:23])[CH3:24])[c:7]1[C:8]#[CH:9].[CH3:46][C:47](=[O:48])[CH3:49].[N+:50]([O-:51])([O-:52])=[O:53].[OH2:45]>>[C:1](#[N:2])[c:3]1[n:4][n:5](-[c:25]2[c:26]([Cl:36])[cH:27][c:28]([C:32]([F:33])([F:34])[F:35])[cH:29][c:30]2[Cl:31])[c:6]([N:10]([C:11](=[O:12])[O:13][C:14]([CH3:15])([CH3:16])[CH3:17])[C:18](=[O:19])[O:20][C:21]([CH3:22])([CH3:23])[CH3:24])[c:7]1[C:8]#[C:9][Br:37]. Reactants: [H-].[Na+] (sodium hydride), C1(CCCC1)C=O (cyclopentanecarbaldehyde), C(C)P(CC)(CC)CC(=O)[O-] (triethylphosphinoacetate), CCCCCC (hexane). Solvent: C1CCOC1 (THF), C1CCOC1 (THF). The product is C(C)OC(\C=C\C1CCCC1)=O ((E)-3-Cyclopentyl-acrylic acid ethyl ester). RXN SMILES: C(P([CH2:8][C:9]([O-:11])=[O:10])(CC)CC)C.[CH3:12][CH2:13][CH2:14][CH2:15][CH2:16][CH3:17].[H-].[Na+].[CH:20]1(C=O)CCC[CH2:21]1>C1COCC1>[CH2:20]([O:11][C:9](=[O:10])/[CH:8]=[CH:12]/[CH:13]1[CH2:17][CH2:16][CH2:15][CH2:14]1)[CH3:21] |f:2.3|. Reported procedure: Following the method of example 54a, reaction of triethylphosphinoacetate (196 g, 870 mmol) with hexane-washed sodium hydride (60% in mineral oil, 35 g, 870 mmol) in THF (1200 ml) and cyclopentanecarbaldehyde (86 g, 870 mmol) in THF (300 ml) gives the title product as an oil (59.1 g). MS (m/e): 169.1 (M+H). Starting materials: CC(=O)O[BH-](OC(C)=O)OC(C)=O, CCOC(=O)C1=C(NCc2ccc(Cl)cc2)CCC1, CC(=O)O, [Na+]. Product: CCOC(=O)C1CCCC1NCc1ccc(Cl)cc1. As a reaction SMILES: [C:20]([O:21][BH-:22]([O:23][C:24](=[O:25])[CH3:26])[O:27][C:28](=[O:29])[CH3:30])(=[O:31])[CH3:32].[CH2:1]([CH3:2])[O:3][C:4](=[O:5])[C:6]1=[C:7]([NH:11][CH2:12][c:13]2[cH:14][cH:15][c:16]([Cl:19])[cH:17][cH:18]2)[CH2:8][CH2:9][CH2:10]1.[CH3:34][C:35](=[O:36])[OH:37].[Na+:33]>>[CH2:1]([CH3:2])[O:3][C:4](=[O:5])[CH:6]1[CH:7]([NH:11][CH2:12][c:13]2[cH:14][cH:15][c:16]([Cl:19])[cH:17][cH:18]2)[CH2:8][CH2:9][CH2:10]1. Starting materials: 41, C=O (formaldehyde), C(C)(C)(C)[C@@H]1CC[C@H](CC1)N (trans-4-tertbutylcyclohexylamine), C(C)(C)(CC)C1=CC=C(C=C1)O (4-tert-pentylphenol). Reagents/catalysts: [OH-].[Na+] (sodium hydroxide). The solvent is O1CCOCC1 (dioxane). Reaction conditions: temperature 70 celsius, time 6 hour. The product is C(C)(C)(C)[C@@H]1CC[C@H](CC1)NC1=C(C=CC(=C1C)C(C)(C)CC)O (trans-2-(4'-tert-butylcyclohexylamino)-methyl-4-tert-pentylphenol). Yield: 57.0%. As a reaction SMILES: [CH2:1]=O.[C:3]([C@H:7]1[CH2:12][CH2:11][C@H:10]([NH2:13])[CH2:9][CH2:8]1)([CH3:6])([CH3:5])[CH3:4].[C:14]([C:19]1[CH:24]=[CH:23][C:22]([OH:25])=[CH:21][CH:20]=1)([CH2:17][CH3:18])([CH3:16])[CH3:15]>[OH-].[Na+].O1CCOCC1>[C:3]([C@H:7]1[CH2:8][CH2:9][C@H:10]([NH:13][C:23]2[C:24]([CH3:1])=[C:19]([C:14]([CH2:17][CH3:18])([CH3:15])[CH3:16])[CH:20]=[CH:21][C:22]=2[OH:25])[CH2:11][CH2:12]1)([CH3:6])([CH3:4])[CH3:5] |f:3.4|. Procedure: 41 3 ml (0.55 mole) of 37% strength aqueous formaldehyde solution, 85.3 g (0.55 mole) of trans-4-tertbutylcyclohexylamine, 95 g (0.579 mole) of 4-tert-pentylphenol and 1 g of sodium hydroxide are added in succession to 300 ml of dioxane at from 20° to 35° C. The mixture is then stirred for 6 hours at 70° C. and cooled to +5° C., and the precipitate is filtered off under suction, washed with 100 ml of water and then with 50 ml of dioxane and dried. 104 g (57% of theory) of trans-2-(4'-tert-butylc... The reactants are O1CCCC1 (tetrahydrofuran), IC1=CC=C(C(=O)Cl)C=C1 (4-iodobenzoyl chloride), CC1=C(C=CC(=C1)C)N1CCNCC1 (1-(2,4-dimethylphenyl)piperazine), [OH-].[Na+] (sodium hydroxide). The solvent is C(C)(=O)OCC (Ethyl acetate). Conditions: time 8 hour. Yields the product CC1=C(C=CC(=C1)C)N1CCN(CC1)C(=O)C1=CC=C(C=C1)I ([4-(2,4-dimethylphenyl)piperazin-1-yl](4-iodophenyl)methanone). The yield is 101.4%. Reaction SMILES: O1CCCC1.[I:6][C:7]1[CH:15]=[CH:14][C:10]([C:11](Cl)=[O:12])=[CH:9][CH:8]=1.[CH3:16][C:17]1[CH:22]=[C:21]([CH3:23])[CH:20]=[CH:19][C:18]=1[N:24]1[CH2:29][CH2:28][NH:27][CH2:26][CH2:25]1.[OH-].[Na+]>C(OCC)(=O)C>[CH3:16][C:17]1[CH:22]=[C:21]([CH3:23])[CH:20]=[CH:19][C:18]=1[N:24]1[CH2:25][CH2:26][N:27]([C:11]([C:10]2[CH:14]=[CH:15][C:7]([I:6])=[CH:8][CH:9]=2)=[O:12])[CH2:28][CH2:29]1 |f:3.4|. Reported procedure: To tetrahydrofuran (60 mL) were added 4-iodobenzoyl chloride (5 g), 1-(2,4-dimethylphenyl)piperazine (3.6 g) and 1N aqueous sodium hydroxide solution (20 mL), and the mixture was stirred at room temperature overnight. Ethyl acetate was added for partitioning, the organic layer was washed with saturated brine, and the solvent was evaporated. The title compound (8 g) was obtained. Reactants: Oc1cc(Br)cc(Br)c1, O=C([O-])[O-], FCCl, [Cs+], [Cs+], CN(C)C=O, O. The product is FCOc1cc(Br)cc(Br)c1. As a reaction SMILES: [Br:1][c:2]1[cH:3][c:4]([OH:9])[cH:5][c:6]([Br:8])[cH:7]1.[C:10](=[O:11])([O-:12])[O-:13].[Cl:16][CH2:17][F:18].[Cs+:14].[Cs+:15].[O:19]=[CH:20][N:21]([CH3:22])[CH3:23].[OH2:24]>>[Br:1][c:2]1[cH:3][c:4]([O:9][CH2:17][F:18])[cH:5][c:6]([Br:8])[cH:7]1.